Task: describe an organic reaction: reactants, conditions, products, and yield. Dataset: the Open Reaction Database (ORD), a public repository of structured organic reaction records The reactants are COC(CC=1N(C(=C(C1)SC)C(C1=CC=C(C=C1)Cl)=O)C)=O (Methyl-5-(p-chlorobenzoyl)-4-methylthio-1-methylpyrrole-2-acetate), [OH-].[Na+] (sodium hydroxide). Run in C(C)O (ethanol). Reaction conditions: time 30 minute. The product is ClC1=CC=C(C(=O)C2=C(C=C(N2C)CC(=O)O)SC)C=C1 (5-(p-chlorobenzoyl)-4-methylthio-1-methylpyrrole-2-acetic acid). The yield is 82.4%. Reaction SMILES: C[O:2][C:3](=[O:22])[CH2:4][C:5]1[N:6]([CH3:21])[C:7]([C:12](=[O:20])[C:13]2[CH:18]=[CH:17][C:16]([Cl:19])=[CH:15][CH:14]=2)=[C:8]([S:10][CH3:11])[CH:9]=1.[OH-].[Na+]>C(O)C>[Cl:19][C:16]1[CH:15]=[CH:14][C:13]([C:12]([C:7]2[N:6]([CH3:21])[C:5]([CH2:4][C:3]([OH:22])=[O:2])=[CH:9][C:8]=2[S:10][CH3:11])=[O:20])=[CH:18][CH:17]=1 |f:1.2|. Reported procedure: Methyl-5-(p-chlorobenzoyl)-4-methylthio-1-methylpyrrole-2-acetate (19 mg) is dissolved in 0.5 ml of absolute ethanol. Aqueous sodium hydroxide (1 ml of 2.5 N solution) is added dropwise at a rate such that the reaction stayed homogeneous. Upon completion of the addition, the reaction is allowed to stand for about 30 minutes followed by precipitation with 1.5 ml of 2.5 N aqueous hydrochloride. The resulting precipitate is filtered, and dried in vacuo to afford 15 mg of 5-(p-chlorobenzoyl)-4-methy... Reactants: Cn1c(CC#N)cc(Br)c1C(=O)c1ccc(Cl)cc1, CCO, Cl, [Na+], [OH-], O. The product is Cn1c(CC(=O)O)cc(Br)c1C(=O)c1ccc(Cl)cc1. As a reaction SMILES: [Br:3][c:4]1[cH:5][c:6]([CH2:19][C:20]#[N:21])[n:7]([CH3:18])[c:8]1[C:9]([c:10]1[cH:11][cH:12][c:13]([Cl:16])[cH:14][cH:15]1)=[O:17].[CH3:24][CH2:25][OH:26].[ClH:22].[Na+:2].[OH-:1].[OH2:23]>>[O:1]=[C:20]([CH2:19][c:6]1[cH:5][c:4]([Br:3])[c:8]([C:9]([c:10]2[cH:11][cH:12][c:13]([Cl:16])[cH:14][cH:15]2)=[O:17])[n:7]1[CH3:18])[OH:23]. The reactants are C(c1cc(c(c(c1)F)[Br])F)=O, CC1=CN=C(C=C1)N, [C-]#[N+]C1CCCCC1. Reagents/catalysts: O=C(O)C(F)(F)F (trifluoroacetic acid). The solvent is CC(C)O (isopropyl alcohol), CC(C)O (isopropylalcohol). Conditions: temperature 22 celsius, time 20 hour. Product: Cc1ccc2nc(c3cc(c(c(c3)F)[Br])F)c(NC3CCCCC3)n2c1. Yield: 10.5%. RXN SMILES: CC1=CC=C(N)N=C1.[C-]#[N+]C1CCCCC1.FC1=CC(C=O)=CC(F)=C1Br>>CC1=CN2C(C=C1)=NC(=C2NC1CCCCC1)C1=CC(F)=C(Br)C(F)=C1. Starting materials: [N+](=O)([O-])C=1C(=NC=CC1)CC(=O)OC (Methyl 2-(3-nitropyridin-2-yl)acetate). The solvent is CO (MeOH). Run at time 8 hour. The product is NC=1C(=NC=CC1)CC(=O)OC (methyl 2-(3-aminopyridin-2-yl)acetate). Reaction SMILES: [N+:1]([C:4]1[C:5]([CH2:10][C:11]([O:13][CH3:14])=[O:12])=[N:6][CH:7]=[CH:8][CH:9]=1)([O-])=O>CO>[NH2:1][C:4]1[C:5]([CH2:10][C:11]([O:13][CH3:14])=[O:12])=[N:6][CH:7]=[CH:8][CH:9]=1. Procedure: Methyl 2-(3-nitropyridin-2-yl)acetate (1 g, 5 mmol) was dissolved in MeOH and stirred under the atmosphere of H2 at room temperature overnight. LC-MS find the desired product. It was filtered through a pad of Celite and evaporated to get the desired product. It was directly used for the next step. LC-MS: m/z (M+H)=167.1 The reactants are ClP1N(P(N1C1=CC=CC=C1)Cl)C1=CC=CC=C1 (2,4-dichloro-1,3-diphenyl-1,3,2,4-diazadiphosphetidine), C(C)(C)C1=C(C(=CC=C1)C(C)C)O (2,6-diisopropylphenol). Procedure details: The procedure of Example 1 is repeated using 2,4-dichloro-1,3-diphenyl-1,3,2,4-diazadiphosphetidine, 2,6-diisopropylphenol and triethylamine to give the title compound. RXN SMILES: Cl[P:2]1[N:5]([C:6]2[CH:11]=[CH:10][CH:9]=[CH:8][CH:7]=2)[P:4](Cl)[N:3]1[C:13]1[CH:18]=[CH:17][CH:16]=[CH:15][CH:14]=1.[CH:19]([C:22]1[CH:27]=[CH:26][CH:25]=[C:24]([CH:28]([CH3:30])[CH3:29])[C:23]=1[OH:31])([CH3:21])[CH3:20]>C(N(CC)CC)C>[CH:28]([C:24]1[CH:25]=[CH:26][CH:27]=[C:22]([CH:19]([CH3:21])[CH3:20])[C:23]=1[O:31][P:2]1[N:5]([C:6]2[CH:11]=[CH:10][CH:9]=[CH:8][CH:7]=2)[P:4]([O:31][C:23]2[C:24]([CH:28]([CH3:29])[CH3:30])=[CH:25][CH:26]=[CH:27][C:22]=2[CH:19]([CH3:21])[CH3:20])[N:3]1[C:13]1[CH:18]=[CH:17][CH:16]=[CH:15][CH:14]=1)([CH3:30])[CH3:29]. The solvent is C(C)N(CC)CC (triethylamine). Product: C(C)(C)C1=C(OP2N(P(N2C2=CC=CC=C2)OC2=C(C=CC=C2C(C)C)C(C)C)C2=CC=CC=C2)C(=CC=C1)C(C)C (2,4-Di(2,6-diisopropylphenoxy)-1,3-diphenyl-1,3,2,4-diazadiphosphetidine). The reactants are Cc1ccc(C(=O)O)cc1-n1cnc(OCc2ccc(F)cc2F)c(Br)c1=O, CN1CCOCC1, CN(C)c1ccncc1, CC#N, CC(C)COC(=O)Cl, O=C(O)C(F)(F)F, CC(N)CO, O. Product: Cc1ccc(C(=O)NC(C)CO)cc1-n1cnc(OCc2ccc(F)cc2F)c(Br)c1=O. RXN SMILES: [Br:1][c:2]1[c:3]([O:19][CH2:20][c:21]2[c:22]([F:28])[cH:23][c:24]([F:27])[cH:25][cH:26]2)[n:4][cH:5][n:6](-[c:9]2[cH:10][c:11]([C:12](=[O:13])[OH:14])[cH:15][cH:16][c:17]2[CH3:18])[c:7]1=[O:8].[CH3:37][N:38]1[CH2:39][CH2:40][O:41][CH2:42][CH2:43]1.[CH3:56][N:57]([c:58]1[cH:59][cH:60][n:61][cH:62][cH:63]1)[CH3:64].[CH3:65][C:66]#[N:67].[Cl:29][C:30]([O:31][CH2:32][CH:33]([CH3:34])[CH3:35])=[O:36].[F:49][C:50]([F:51])([F:52])[C:53]([OH:54])=[O:55].[NH2:44][CH:45]([CH2:46][OH:47])[CH3:48].[OH2:68]>>[Br:1][c:2]1[c:3]([O:19][CH2:20][c:21]2[c:22]([F:28])[cH:23][c:24]([F:27])[cH:25][cH:26]2)[n:4][cH:5][n:6](-[c:9]2[cH:10][c:11]([C:12](=[O:14])[NH:44][CH:45]([CH2:46][OH:47])[CH3:48])[cH:15][cH:16][c:17]2[CH3:18])[c:7]1=[O:8]. The reactants are C1(CC1)N (cyclopropylamine), S(=O)(Cl)Cl (Thionyl chloride), C1(CCCC1)NC1=NC=CC(=N1)C=1C(=NN2C1C=CC(=C2C)C(=O)O)C2=CC=C(C=C2)F (3-[2-(cyclopentylamino)-4-pyrimidinyl]-2-(4-fluorophenyl)-7-methylpyrazolo[1,5-a]pyridine-6-carboxylic acid). Solvent: ClCCl (dichloromethane). Conditions: temperature 0 celsius, time 1 hour. Product: C1(CCCC1)NC1=NC=CC(=N1)C=1C(=NN2C1C=CC(=C2C)C(=O)NC2CC2)C2=CC=C(C=C2)F (3-[2-(cyclopentylamino)-4-pyrimidinyl]-N-cyclopropyl-2-(4-fluorophenyl)-7-methylpyrazolo[1,5-a]pyridine-6-carboxamide). Yield: 44.3%. Reaction SMILES: S(Cl)(Cl)=O.[CH:5]1([NH:10][C:11]2[N:16]=[C:15]([C:17]3[C:18]([C:30]4[CH:35]=[CH:34][C:33]([F:36])=[CH:32][CH:31]=4)=[N:19][N:20]4[C:25]([CH3:26])=[C:24]([C:27](O)=[O:28])[CH:23]=[CH:22][C:21]=34)[CH:14]=[CH:13][N:12]=2)[CH2:9][CH2:8][CH2:7][CH2:6]1.[CH:37]1([NH2:40])[CH2:39][CH2:38]1>ClCCl>[CH:5]1([NH:10][C:11]2[N:16]=[C:15]([C:17]3[C:18]([C:30]4[CH:35]=[CH:34][C:33]([F:36])=[CH:32][CH:31]=4)=[N:19][N:20]4[C:25]([CH3:26])=[C:24]([C:27]([NH:40][CH:37]5[CH2:39][CH2:38]5)=[O:28])[CH:23]=[CH:22][C:21]=34)[CH:14]=[CH:13][N:12]=2)[CH2:9][CH2:8][CH2:7][CH2:6]1. Procedure: Thionyl chloride (200 μL, 2.7 mmol) was added to 3-[2-(cyclopentylamino)-4-pyrimidinyl]-2-(4-fluorophenyl)-7-methylpyrazolo[1,5-a]pyridine-6-carboxylic acid (31 mg, 0.072 mmol) which had been pre-cooled to 0° C. The reaction mixture was stirred at room temperature for 1 hour. The excess thionyl chloride was removed in vacuo. To a solution of the residue in dichloromethane (300 μL) was added cyclopropylamine (50 uL, 0.72 mmol). The reaction mixture was stirred at room temperature for 30 minutes. ... Starting materials: OC=1C=CC=C2C=CC=NC12 (8-hydroxyquinoline), BrC1=CC=C2C(=N1)N(C1=C2CN(CC1)C(=O)OC(C)(C)C)C (tert-Butyl 2-bromo-9-methyl-5,7,8,9-tetrahydro-6H-pyrido[3′,4′:4,5]pyrrolo[2,3-b]pyridine-6-carboxylate), FC(C1=CC=C(N=N1)C1=CC(NC=C1)=O)(F)F (4-(6-(trifluoromethyl)pyridazin-3-yl)pyridin-2(1H)-one), C(=O)([O-])[O-].[Cs+].[Cs+] (Cs2CO3). Reagents/catalysts: [Cu](I)I (copper iodide). Run in CS(=O)C (DMSO). Reaction conditions: temperature 130 celsius, time 30 minute. Yields the product CN1C2=C(C=3C1=NC(=CC3)N3C(C=C(C=C3)C=3N=NC(=CC3)C(F)(F)F)=O)CN(CC2)C(=O)OC(C)(C)C (tert-Butyl 9-methyl-2-(2-oxo-4-(6-(trifluoromethyl)pyridazin-3-yl)pyridin-1(2H)-yl)-5,7,8,9-tetrahydro-6H-pyrido[3′,4′:4,5]pyrrolo[2,3-b]pyridine-6-carboxylate). Isolated yield 44.3%. As a reaction SMILES: Br[C:2]1[N:7]=[C:6]2[N:8]([CH3:22])[C:9]3[CH2:14][CH2:13][N:12]([C:15]([O:17][C:18]([CH3:21])([CH3:20])[CH3:19])=[O:16])[CH2:11][C:10]=3[C:5]2=[CH:4][CH:3]=1.[F:23][C:24]([F:39])([F:38])[C:25]1[N:30]=[N:29][C:28]([C:31]2[CH:36]=[CH:35][NH:34][C:33](=[O:37])[CH:32]=2)=[CH:27][CH:26]=1.C([O-])([O-])=O.[Cs+].[Cs+].OC1C=CC=C2C=1N=CC=C2>CS(C)=O.[Cu](I)I>[CH3:22][N:8]1[C:6]2=[N:7][C:2]([N:34]3[CH:35]=[CH:36][C:31]([C:28]4[N:29]=[N:30][C:25]([C:24]([F:38])([F:23])[F:39])=[CH:26][CH:27]=4)=[CH:32][C:33]3=[O:37])=[CH:3][CH:4]=[C:5]2[C:10]2[CH2:11][N:12]([C:15]([O:17][C:18]([CH3:21])([CH3:20])[CH3:19])=[O:16])[CH2:13][CH2:14][C:9]1=2 |f:2.3.4|. Procedure: tert-Butyl 2-bromo-9-methyl-5,7,8,9-tetrahydro-6H-pyrido[3′,4′:4,5]pyrrolo[2,3-b]pyridine-6-carboxylate (0.11 g, 0.30 mmol), 4-(6-(trifluoromethyl)pyridazin-3-yl)pyridin-2(1H)-one (73 mg, 0.30 mmol), and Cs2CO3 (0.11 g, 0.33 mmol) were suspended in DMSO (2.0 mL), and the air was removed under vacuum for 15 min. The system was flushed with Ar, and 8-hydroxyquinoline (13 mg, 0.091 mmol) and copper iodide (75 mg, 0.39 mmol) were added to the suspension. The evacuation/Ar flushing process was repeat... Reactants: ClC=1C=C(C(=O)C=2C(=NC(=CC2)C(OC)OC)NCC)C=CC1 (3-(3-chlorobenzoyl)-6-dimethoxymethyl-2-ethylaminopyridine), [H-].[Na+] (sodium hydride), C[O-].[Na+] (sodium methoxide), S(O)(O)(=O)=O (sulfuric acid), ClC(C(=O)OCC)CCC(=O)[O-] (monoethyl chloroglutarate), Cl (hydrochloric acid). Run in O1CCOCC1 (dioxane), CN(C)C=O (DMF), C(C)O (ethanol). Conditions: temperature 80 celsius. Yields the product ClC=1C=C(C=CC1)C1=C(C(N(C2=NC(=CC=C12)C=O)CC)=O)CCC(=O)O (3-[4-(3-chlorophenyl)-1-ethyl-7-formyl-2-oxo-1,2-dihydro-1,8-naphthyridin-3-yl]propanoic acid). RXN SMILES: [Cl:1][C:2]1[CH:3]=[C:4]([CH:21]=[CH:22][CH:23]=1)[C:5]([C:7]1[C:8]([NH:18][CH2:19][CH3:20])=[N:9][C:10]([CH:13]([O:16]C)OC)=[CH:11][CH:12]=1)=O.[H-].[Na+].Cl[CH:27]([CH2:33][CH2:34][C:35]([O-])=[O:36])[C:28]([O:30]CC)=[O:29].C[O-].[Na+].S(=O)(=O)(O)O.Cl>C(O)C.O1CCOCC1.CN(C=O)C>[Cl:1][C:2]1[CH:3]=[C:4]([C:5]2[C:7]3[C:8](=[N:9][C:10]([CH:13]=[O:16])=[CH:11][CH:12]=3)[N:18]([CH2:19][CH3:20])[C:35](=[O:36])[C:34]=2[CH2:33][CH2:27][C:28]([OH:30])=[O:29])[CH:21]=[CH:22][CH:23]=1 |f:1.2,4.5|. Procedure: A DMF solution of 3-(3-chlorobenzoyl)-6-dimethoxymethyl-2-ethylaminopyridine was treated with sodium hydride at 0° C. and then monoethyl chloroglutarate was added thereto, followed by heating at 80° C. under stirring. Thereafter, the reaction mixture was worked up in a usual manner. The resulting compound was dissolved in ethanol and sodium methoxide was added thereto at 0° C., followed by heating under reflux for 1 hour. The reaction mixture was cooled to 0° C. and then concentrated sulfuric ac... As a reaction SMILES: [CH3:20][OH:21].[ClH:19].[F:1][c:2]1[cH:3][cH:4][c:5]([C:8]2([OH:18])[CH2:9][CH2:10][C:11]3([O:12][CH2:15][CH2:14][O:13]3)[CH2:16][CH2:17]2)[cH:6][cH:7]1>>[F:1][c:2]1[cH:3][cH:4][c:5]([C:8]2([OH:18])[CH2:9][CH2:10][C:11](=[O:12])[CH2:16][CH2:17]2)[cH:6][cH:7]1. The reactants are CO, Cl, OC1(c2ccc(F)cc2)CCC2(CC1)OCCO2. The product is O=C1CCC(O)(c2ccc(F)cc2)CC1.